Task: describe an organic reaction: reactants, conditions, products, and yield. Dataset: the Open Reaction Database (ORD), a public repository of structured organic reaction records Starting materials: Cl.O(C1=CC=CC=C1)C1=CC=C(C=C1)N1CCNCC1 (1-(4-Phenoxy-phenyl)-piperazine hydrochloride), COC(CCCBr)=O (4-bromo-butyric acid methyl ester). Yields the product COC(CCCN1CCN(CC1)C1=CC=C(C=C1)OC1=CC=CC=C1)=O (4-[4-(4-Phenoxy-phenyl)-piperazin-1-yl]-butyric acid methyl ester). Isolated yield 33.2%. As a reaction SMILES: Cl.[O:2]([C:9]1[CH:14]=[CH:13][C:12]([N:15]2[CH2:20][CH2:19][NH:18][CH2:17][CH2:16]2)=[CH:11][CH:10]=1)[C:3]1[CH:8]=[CH:7][CH:6]=[CH:5][CH:4]=1.[CH3:21][O:22][C:23](=[O:28])[CH2:24][CH2:25][CH2:26]Br>>[CH3:21][O:22][C:23](=[O:28])[CH2:24][CH2:25][CH2:26][N:18]1[CH2:19][CH2:20][N:15]([C:12]2[CH:13]=[CH:14][C:9]([O:2][C:3]3[CH:4]=[CH:5][CH:6]=[CH:7][CH:8]=3)=[CH:10][CH:11]=2)[CH2:16][CH2:17]1 |f:0.1|. Procedure: The title compound (106 mg, 32.6%) was prepared from the compound from step 2, Example 8 (165 mg, 0.9 mmol) and 4-bromo-butyric acid methyl ester (165 mg, 90 mmol) by the procedure described in step 3 of Example 4: MS (ESI) m/z 355 (M+H); 1H NMR (400 MHz, CDCl3) δ 1.84 (m, 2H), 2.36-2.44 (m, 4H), 2.60 (t, J=4.8 Hz, 4H), 3.14 (t, J=4.8 Hz, 4H), 3.68 (s, 3H), 6.89-7.04 (m, 7H), 7.26-7.29 (m, 1H). Starting materials: NC(CO[C@](C#N)(C(F)(F)F)C)(C)C1=NC(=CC=C1)Br ((R)-2-[(RS)-2-amino-2-(6-bromo-pyridin-2-yl)-propoxy]-3,3,3-trifluoro-2-methyl-propionitrile), C(C)(=O)N[C@@H](CS)C(=O)O (N-acetyl-L-cysteine), C(=O)([O-])[O-].[K+].[K+] (K2CO3). Reaction SMILES: [NH2:1][C:2]([C:14]1[CH:19]=[CH:18][CH:17]=[C:16]([Br:20])[N:15]=1)([CH3:13])[CH2:3][O:4][C@@:5]([CH3:12])([C:8]([F:11])([F:10])[F:9])[C:6]#[N:7].C(N[C@H](C(O)=O)CS)(=O)C.C([O-])([O-])=O.[K+].[K+]>CCO>[Br:20][C:16]1[N:15]=[C:14]([C:2]2([CH3:13])[CH2:3][O:4][C@@:5]([CH3:12])([C:8]([F:10])([F:9])[F:11])[C:6]([NH2:7])=[N:1]2)[CH:19]=[CH:18][CH:17]=1 |f:2.3.4|. Yields the product BrC1=CC=CC(=N1)C1(N=C([C@@](OC1)(C(F)(F)F)C)N)C ((2R,5RS)-5-(6-Bromo-pyridin-2-yl)-2,5-dimethyl-2-trifluoromethyl-5,6-dihydro-2H-[1,4]oxazin-3-ylamine). Reported procedure: A suspension of (R)-2-[(RS)-2-amino-2-(6-bromo-pyridin-2-yl)-propoxy]-3,3,3-trifluoro-2-methyl-propionitrile (0.688 g, 1.172 mmol), N-acetyl-L-cysteine (0.383 g, 2.344 mmol) and K2CO3 (0.356 g, 2.560 mmol) in abs. EtOH (4 ml) was stirred at 80° C. for 18 h. The reaction mixture was quenched with 10% aq. K2CO3 soln. and 3× extracted with TBME. The combined org. phases were washed with brine, dried over Na2SO4, filtered and concentrated to leave the title compound as a colourless solid. HPLC RtH4=... Run in CCO (EtOH). Starting materials: C(C1=CC=CC=C1)Br (Benzyl bromide), OC1=C(C=O)C=CC(=C1OC)OC (2-hydroxy-3,4-dimethoxybenzaldehyde), C([O-])([O-])=O.[K+].[K+] (potassium carbonate). The solvent is CC(=O)C (acetone). The product is C(C1=CC=CC=C1)OC1=C(C=O)C=CC(=C1OC)OC (2-Benzyloxy-3,4-dimethoxybenzaldehyde). The yield is 91.5%. As a reaction SMILES: [CH2:1](Br)[C:2]1[CH:7]=[CH:6][CH:5]=[CH:4][CH:3]=1.[OH:9][C:10]1[C:17]([O:18][CH3:19])=[C:16]([O:20][CH3:21])[CH:15]=[CH:14][C:11]=1[CH:12]=[O:13].C(=O)([O-])[O-].[K+].[K+]>CC(C)=O>[CH2:1]([O:9][C:10]1[C:17]([O:18][CH3:19])=[C:16]([O:20][CH3:21])[CH:15]=[CH:14][C:11]=1[CH:12]=[O:13])[C:2]1[CH:7]=[CH:6][CH:5]=[CH:4][CH:3]=1 |f:2.3.4|. Procedure details: Benzyl bromide (12.9 ml, 0.108 mol) was added to a suspension of 2-hydroxy-3,4-dimethoxybenzaldehyde (19 g, 0.104 mol) and potassium carbonate (14.41 g, 0.104 mol) in acetone (200 ml) and the reaction stirred at reflux for 3 hours. On cooling, the mixture was concentrated under reduced pressure and the residue partitioned between water (150 ml) and dichloromethane (150 ml). The organic layer was filtered through silica, washing through with hexane and then ethyl acetate. Evaporation of the filtr... Reactants: Cc1cc(C(=O)c2c[nH]c3ccccc3c2=O)cnc1C, CN(C)C=O, Fc1ccccc1CBr, [H-], [Na+]. Yields the product Cc1cc(C(=O)c2cn(Cc3ccccc3F)c3ccccc3c2=O)cnc1C. RXN SMILES: [CH3:1][c:2]1[cH:3][c:4]([C:9](=[O:10])[c:11]2[cH:12][nH:13][c:14]3[cH:15][cH:16][cH:17][cH:18][c:19]3[c:20]2=[O:21])[cH:5][n:6][c:7]1[CH3:8].[CH3:33][N:34]([CH3:35])[CH:36]=[O:37].[F:24][c:25]1[c:26]([CH2:27][Br:28])[cH:29][cH:30][cH:31][cH:32]1.[H-:22].[Na+:23]>>[CH3:1][c:2]1[cH:3][c:4]([C:9](=[O:10])[c:11]2[cH:12][n:13]([CH2:27][c:26]3[c:25]([F:24])[cH:32][cH:31][cH:30][cH:29]3)[c:14]3[cH:15][cH:16][cH:17][cH:18][c:19]3[c:20]2=[O:21])[cH:5][n:6][c:7]1[CH3:8]. Product: N#Cc1ccc(N(Cc2ccc(Br)nc2)c2cncnc2)cc1. RXN SMILES: [Br:16][c:17]1[n:18][cH:19][c:20]([CH2:23][Br:24])[cH:21][cH:22]1.[C:1](#[N:2])[c:3]1[cH:4][cH:5][c:6]([NH:9][c:10]2[cH:11][n:12][cH:13][n:14][cH:15]2)[cH:7][cH:8]1>>[C:1](#[N:2])[c:3]1[cH:4][cH:5][c:6]([N:9]([c:10]2[cH:11][n:12][cH:13][n:14][cH:15]2)[CH2:23][c:20]2[cH:19][n:18][c:17]([Br:16])[cH:22][cH:21]2)[cH:7][cH:8]1. Starting materials: BrCc1ccc(Br)nc1, N#Cc1ccc(Nc2cncnc2)cc1. Reactants: C(C)(C)(C)OC(=O)C1=C(SC=2C(OCCC21)CN)N (2-amino-7-aminomethyl-4,7-dihydro-5H-thieno[2,3-c]pyran-3-carboxylic acid tert-butyl ester), COC1=C(C=CC(=C1)OC)N=C=O (2,4-dimethoxyphenylisocyanate). Run in ClCCl (dichloromethane). Reaction conditions: time 18 hour. Yields the product C(C)(C)(C)OC(=O)C1=C(SC=2C(OCCC21)CNC(=O)NC2=C(C=C(C=C2)OC)OC)N (2-amino-7-(3-(2,4-dimethoxy-phenyl)ureidomethyl)-4,7-dihydro-5H-thieno[2,3-c]pyran-3-carboxylic acid tert-butyl ester). Yield: 53.9%. RXN SMILES: [C:1]([O:5][C:6]([C:8]1[C:16]2[CH2:15][CH2:14][O:13][CH:12]([CH2:17][NH2:18])[C:11]=2[S:10][C:9]=1[NH2:19])=[O:7])([CH3:4])([CH3:3])[CH3:2].[CH3:20][O:21][C:22]1[CH:27]=[C:26]([O:28][CH3:29])[CH:25]=[CH:24][C:23]=1[N:30]=[C:31]=[O:32]>ClCCl>[C:1]([O:5][C:6]([C:8]1[C:16]2[CH2:15][CH2:14][O:13][CH:12]([CH2:17][NH:18][C:31]([NH:30][C:23]3[CH:24]=[CH:25][C:26]([O:28][CH3:29])=[CH:27][C:22]=3[O:21][CH3:20])=[O:32])[C:11]=2[S:10][C:9]=1[NH2:19])=[O:7])([CH3:4])([CH3:2])[CH3:3]. Procedure details: To a solution of 2-amino-7-aminomethyl-4,7-dihydro-5H-thieno[2,3-c]pyran-3-carboxylic acid tert-butyl ester (64 mg, 0.22 mmol) in dichloromethane (1 ml) was added 2,4-dimethoxyphenylisocyanate (40 mg, 0.22 mmol). The reaction mixture was stirred at room temperature for 18 h. The reaction mixture was concentrated in vacuo, diluted with ethyl acetate (30 ml), washed with saturated sodium carbonate (3×25 ml), brine (3×25 ml), dried (MgSO4), filtered and the solvent evaporated in vacuo. The residue ...